From a dataset of the Open Reaction Database (ORD), a public repository of structured organic reaction records. describe an organic reaction: reactants, conditions, products, and yield Starting materials: COc1ccccc1, COc1cc2c(cc1-c1c(C)nn(C)c1C)-c1c(-c3cccs3)c3c(n1CC2)C(=O)N(C(C)C)CCN(C(=O)OC(C)(C)C)C3, Cl, [Na+], O=C([O-])O, C1COCCO1. The product is COc1cc2c(cc1-c1c(C)nn(C)c1C)-c1c(-c3cccs3)c3c(n1CC2)C(=O)N(C(C)C)CCNC3. As a reaction SMILES: [CH3:46][O:47][c:48]1[cH:49][cH:50][cH:51][cH:52][cH:53]1.[CH:1]([CH3:2])([CH3:3])[N:4]1[CH2:5][CH2:6][N:7]([C:39]([O:40][C:41]([CH3:42])([CH3:43])[CH3:44])=[O:45])[CH2:8][c:9]2[c:10](-[c:34]3[s:35][cH:36][cH:37][cH:38]3)[c:11]3[n:12]([c:31]2[C:32]1=[O:33])[CH2:13][CH2:14][c:15]1[cH:16][c:17]([O:29][CH3:30])[c:18](-[c:21]2[c:22]([CH3:28])[n:23][n:24]([CH3:27])[c:25]2[CH3:26])[cH:19][c:20]1-3.[ClH:54].[Na+:65].[O-:61][C:62]([OH:63])=[O:64].[O:55]1[CH2:56][CH2:57][O:58][CH2:59][CH2:60]1>>[CH:1]([CH3:2])([CH3:3])[N:4]1[CH2:5][CH2:6][NH:7][CH2:8][c:9]2[c:10](-[c:34]3[s:35][cH:36][cH:37][cH:38]3)[c:11]3[n:12]([c:31]2[C:32]1=[O:33])[CH2:13][CH2:14][c:15]1[cH:16][c:17]([O:29][CH3:30])[c:18](-[c:21]2[c:22]([CH3:28])[n:23][n:24]([CH3:27])[c:25]2[CH3:26])[cH:19][c:20]1-3. Reaction SMILES: [NH2:1][C:2]1[N+:7]([O-:8])=[C:6]([NH:9][C:10]([O:12][CH3:13])=[O:11])[CH:5]=[C:4]([O:14][S:15]([C:18]2[CH:23]=[CH:22][C:21]([CH3:24])=[CH:20][CH:19]=2)(=[O:17])=[O:16])[N:3]=1.CN1CCOCC1.Cl[C:33]([O:35][CH3:36])=[O:34].CO>C(Cl)Cl.O1CCCC1.O>[C:21]1([CH3:24])[CH:22]=[CH:23][C:18]([S:15]([O:14][C:4]2[N:3]=[C:2]([NH:1][C:33]([O:35][CH3:36])=[O:34])[N+:7]([O-:8])=[C:6]([NH:9][C:10]([O:12][CH3:13])=[O:11])[CH:5]=2)(=[O:17])=[O:16])=[CH:19][CH:20]=1. Reaction conditions: time 1 hour. Starting materials: CO (methanol), CN1CCOCC1 (N-methylmorpholine), NC1=NC(=CC(=[N+]1[O-])NC(=O)OC)OS(=O)(=O)C1=CC=C(C=C1)C (methyl 2-amino-6-[(p-tolylsulfonyl)oxy]-4-pyrimidinecarbamate-3-oxide), ClC(=O)OC (methyl chloroformate). Procedure details: 3.5 g of crude methyl 2-amino-6-[(p-tolylsulfonyl)oxy]-4-pyrimidinecarbamate-3-oxide are dissolved in 100 ml of methylene chloride and 50 ml of tetrahydrofuran. At 0° there are added thereto 2.2 g of N-methylmorpholine and subsequently 1.45 ml of methyl chloroformate in 20 ml of methylene chloride. The mixture is stirred at 0° for 1 hour and then at room temperature for 2 hours and thereupon treated with a small amount of methanol and water. The organic phase is separated, dried and evaporated. ... Yields the product C1(=CC=C(C=C1)S(=O)(=O)OC1=CC(=[N+](C(=N1)NC(=O)OC)[O-])NC(=O)OC)C (dimethyl 6-[(p-tolylsulfonyl)oxy]-2,4-pyrimidinedicarbamate-3-oxide). Run in O (water), C(Cl)Cl (methylene chloride), C(Cl)Cl (methylene chloride), O1CCCC1 (tetrahydrofuran). The reactants are [I-].[NH4+] (ammonium iodide), P(=O)(O)(O)[O-].[NH4+] (ammonium dihydrogenphosphate), NC1=CC=C(C=C1)C (p-toluidine), O=O (oxygen), O=O (oxygen), O=O (oxygen). The reagents and catalysts are [Cu](I)I (copper iodide). Run in O (water), C1=CC=CC=C1 (benzene). Conditions: time 3 hour. The product is IC1=C(N)C=CC(=C1)C (2-iodo-4-methylaniline). Isolated yield 54.6%. As a reaction SMILES: [I-:1].[NH4+].P([O-])(O)(O)=O.[NH4+].[NH2:9][C:10]1[CH:15]=[CH:14][C:13]([CH3:16])=[CH:12][CH:11]=1.O=O>[Cu](I)I.O.C1C=CC=CC=1>[I:1][C:11]1[CH:12]=[C:13]([CH3:16])[CH:14]=[CH:15][C:10]=1[NH2:9] |f:0.1,2.3|. Procedure: To a 500-ml pressure-proof glass autoclave were added 150 g (1.03 mole) of ammonium iodide, 5 g (0.0262 mole) of copper iodide, 50 g (0.435 mole) of ammonium dihydrogenphosphate, 70 g (0.654 mole) of p-toluidine, 250 ml of benzene and 100 ml of pure water, and reaction was carried out with stirring under a condition that the oxygen pressure be 3 to 8 kg/cm2 (gauge pressure) and the temperature be 70° C. At the point when the oxygen pressure decreased from 8 kg/cm2 to 3 kg/cm2, oxygen was supplie... The reactants are O=C([O-])O, COCCN(CCOC)S(F)(F)F, [N-]=[N+]=NCC(O)C(Oc1cccc2sccc12)c1ccccc1, [Na+]. Yields the product [N-]=[N+]=NCC(F)C(Oc1cccc2sccc12)c1ccccc1. Reaction SMILES: [C:37](=[O:38])([OH:39])[O-:40].[CH3:1][O:2][CH2:3][CH2:4][N:5]([S:6]([F:7])([F:8])[F:11])[CH2:9][CH2:10][O:12][CH3:13].[N:14](=[N+:15]=[N-:16])[CH2:17][CH:18]([CH:19]([c:20]1[cH:21][cH:22][cH:23][cH:24][cH:25]1)[O:26][c:27]1[cH:28][cH:29][cH:30][c:31]2[s:32][cH:33][cH:34][c:35]12)[OH:36].[Na+:41]>>[F:11][CH:18]([CH2:17][N:14]=[N+:15]=[N-:16])[CH:19]([c:20]1[cH:21][cH:22][cH:23][cH:24][cH:25]1)[O:26][c:27]1[cH:28][cH:29][cH:30][c:31]2[s:32][cH:33][cH:34][c:35]12. Reactants: COC(=O)C1=NC(=C(N=C1N)N)Cl (3,5-Diamino-6-chloro-pyrazine-2-carboxylic acid methyl ester). Run in C(CN)N (ethylene diamine). Conditions: temperature 0 celsius. Yields the product NCCNC(=O)C1=NC(=C(N=C1N)N)Cl (3,5-Diamino-6-chloro-pyrazine-2-carboxylic acid (2-amino-ethyl)-amide). Reaction SMILES: CO[C:3]([C:5]1[C:10]([NH2:11])=[N:9][C:8]([NH2:12])=[C:7]([Cl:13])[N:6]=1)=[O:4]>C(N)CN>[NH2:6][CH2:5][CH2:10][NH:9][C:3]([C:5]1[C:10]([NH2:11])=[N:9][C:8]([NH2:12])=[C:7]([Cl:13])[N:6]=1)=[O:4]. Reported procedure: 3,5-Diamino-6-chloro-pyrazine-2-carboxylic acid methyl ester (2.0 g, 9.88 mmol) in neat ethylene diamine (18 mL) is heated using microwave irradiation in a Personal Chemistry Emrys™ Optimizer microwave reactor at 130° C. for 1 h at 4 bar. The solvent is removed in vacuo, water (10 mL) is added to the orange solid and the suspension is then cooled to 0° C. The off-white solid is collected by filtration and dried under vacuum at 50° C. to afford the title compound. [M+H]+ 231. The reactants are CO, COC(=O)CN(C(=O)OC(C)(C)C)C(C)(C)C, [Na+], [OH-]. Yields the product CC(C)(C)OC(=O)N(CC(=O)O)C(C)(C)C. RXN SMILES: [CH3:20][OH:21].[CH3:3][O:4][C:5]([CH2:6][N:7]([C:8]([CH3:9])([CH3:10])[CH3:11])[C:12](=[O:13])[O:14][C:15]([CH3:16])([CH3:17])[CH3:18])=[O:19].[Na+:2].[OH-:1]>>[O:4]=[C:5]([CH2:6][N:7]([C:8]([CH3:9])([CH3:10])[CH3:11])[C:12](=[O:13])[O:14][C:15]([CH3:16])([CH3:17])[CH3:18])[OH:19].